From a dataset of the Open Reaction Database (ORD), a public repository of structured organic reaction records. describe an organic reaction: reactants, conditions, products, and yield The reactants are ClC1=C(C(=O)O)C=CC=C1Cl (2,3-dichlorobenzoic acid), FC(C1=CC=C(C=N1)C(CN)N1CCC(CC1)(F)F)(F)F (2-(6-(trifluoromethyl)-3-pyridyl)-2-(4,4-difluoro-piperidin-1-yl)-ethylamine). Yields the product ClC1=C(C(=O)NCC(C=2C=NC(=CC2)C(F)(F)F)N2CCC(CC2)(F)F)C=CC=C1Cl (2,3-Dichloro-N-[2-(4,4-difluoro-1-piperidyl)-2-[6-(trifluoromethyl)-3-pyridyl]ethyl]benzamide). RXN SMILES: [Cl:1][C:2]1[C:10]([Cl:11])=[CH:9][CH:8]=[CH:7][C:3]=1[C:4]([OH:6])=O.[F:12][C:13]([F:32])([F:31])[C:14]1[N:19]=[CH:18][C:17]([CH:20]([N:23]2[CH2:28][CH2:27][C:26]([F:30])([F:29])[CH2:25][CH2:24]2)[CH2:21][NH2:22])=[CH:16][CH:15]=1>>[Cl:1][C:2]1[C:10]([Cl:11])=[CH:9][CH:8]=[CH:7][C:3]=1[C:4]([NH:22][CH2:21][CH:20]([N:23]1[CH2:24][CH2:25][C:26]([F:30])([F:29])[CH2:27][CH2:28]1)[C:17]1[CH:18]=[N:19][C:14]([C:13]([F:12])([F:31])[F:32])=[CH:15][CH:16]=1)=[O:6]. Procedure details: From 2,3-dichlorobenzoic acid and 2-(6-(trifluoromethyl)-3-pyridyl)-2-(4,4-difluoro-piperidin-1-yl)-ethylamine. Reactants: [Si](C)(C)(C(C)(C)C)O[C@@H]1C=2C3=C(C(=NC2CC(C1)(C)C)C(C)C)[C@H](OC31C(COCC1)I)C=1C=NC(=CC1)C(F)(F)F ((3R,9S)-9-(tert-butyldimethylsilyloxy)-3′-iodo-4-isopropyl-7,7-dimethyl-3-(6-(trifluoromethyl)pyridin-3-yl)-2′,3′,5′,6,6′,7,8,9-octahydro-3H-spiro[furo[3,4-c]quinoline-1,4′-pyran]). The reagents and catalysts are [OH-].[OH-].[Pd+2] (palladiumhydroxide on charcoal). The product is [Si](C)(C)(C(C)(C)C)O[C@@H]1C=2C3=C(C(=NC2CC(C1)(C)C)C(C)C)[C@H](OC31CCOCC1)C=1C=NC(=CC1)C(F)(F)F ((3R,9S)-9-(tert-butyldimethylsilyloxy)-4-isopropyl-7,7-dimethyl-3-(6-(trifluoromethyl)pyridin-3-yl)-2′,3′,5′,6,6′,7,8,9-octahydro-3H-spiro[furo[3,4-c]quinoline-1,4′-pyran]). RXN SMILES: [Si:1]([O:8][C@H:9]1[CH2:18][C:17]([CH3:20])([CH3:19])[CH2:16][C:15]2[N:14]=[C:13]([CH:21]([CH3:23])[CH3:22])[C:12]3[C@@H:24]([C:33]4[CH:34]=[N:35][C:36]([C:39]([F:42])([F:41])[F:40])=[CH:37][CH:38]=4)[O:25][C:26]4([CH2:31][CH2:30][O:29][CH2:28][CH:27]4I)[C:11]=3[C:10]1=2)([C:4]([CH3:7])([CH3:6])[CH3:5])([CH3:3])[CH3:2]>[OH-].[OH-].[Pd+2]>[Si:1]([O:8][C@H:9]1[CH2:18][C:17]([CH3:19])([CH3:20])[CH2:16][C:15]2[N:14]=[C:13]([CH:21]([CH3:23])[CH3:22])[C:12]3[C@@H:24]([C:33]4[CH:34]=[N:35][C:36]([C:39]([F:42])([F:40])[F:41])=[CH:37][CH:38]=4)[O:25][C:26]4([CH2:27][CH2:28][O:29][CH2:30][CH2:31]4)[C:11]=3[C:10]1=2)([C:4]([CH3:7])([CH3:6])[CH3:5])([CH3:3])[CH3:2] |f:1.2.3|. Procedure details: Obtained by starting from (3R,9S)-9-(tert-butyldimethylsilyloxy)-3′-iodo-4-isopropyl-7,7-dimethyl-3-(6-(trifluoromethyl)pyridin-3-yl)-2′,3′,5′,6,6′,7,8,9-octahydro-3H-spiro[furo[3,4-c]quinoline-1,4′-pyran]. 10% palladiumhydroxide on charcoal is used instead of 10% palladium on charcoal. The reactants are Cc1cnc(CNC2CCCc3cccnc32)c(C)c1, COC(=O)c1cc(C#N)ccc1CBr, CC#N, CCN(C(C)C)C(C)C. Yields the product COC(=O)c1cc(C#N)ccc1CN(Cc1ncc(C)cc1C)C1CCCc2cccnc21. Reaction SMILES: [CH3:1][c:2]1[c:3]([CH2:9][NH:10][CH:11]2[CH2:12][CH2:13][CH2:14][c:15]3[cH:16][cH:17][cH:18][n:19][c:20]32)[n:4][cH:5][c:6]([CH3:8])[cH:7]1.[CH3:21][O:22][C:23]([c:24]1[c:25]([CH2:32][Br:33])[cH:26][cH:27][c:28]([C:30]#[N:31])[cH:29]1)=[O:34].[CH3:44][C:45]#[N:46].[CH:35]([N:36]([CH2:37][CH3:38])[CH:39]([CH3:40])[CH3:41])([CH3:42])[CH3:43]>>[CH3:1][c:2]1[c:3]([CH2:9][N:10]([CH:11]2[CH2:12][CH2:13][CH2:14][c:15]3[cH:16][cH:17][cH:18][n:19][c:20]32)[CH2:32][c:25]2[c:24]([C:23]([O:22][CH3:21])=[O:34])[cH:29][c:28]([C:30]#[N:31])[cH:27][cH:26]2)[n:4][cH:5][c:6]([CH3:8])[cH:7]1. Reactants: COc1ccc(C(=O)NC(C)(C)C)cc1 (substrate), Cc2ccc(B1OCC(C)(C)CO1)cc2 (effective_coupling_partner). The reagents and catalysts are ICy. Run at temperature 120 celsius, time 36 hour. Product: Cc2ccc(c1ccc(C(=O)NC(C)(C)C)cc1)cc2. Reactants: O=S(Cl)Cl, c1ccccc1, O=C(O)c1cocc1C(=O)O. Yields the product [Cl-], O=C(O)c1cocc1C(=O)O. RXN SMILES: [S:12]([Cl:13])([Cl:14])=[O:15].[cH:16]1[cH:17][cH:18][cH:19][cH:20][cH:21]1.[o:1]1[cH:2][c:3]([C:9](=[O:10])[OH:11])[c:4]([C:6](=[O:7])[OH:8])[cH:5]1>>[Cl-:14].[o:1]1[cH:2][c:3]([C:9](=[O:10])[OH:11])[c:4]([C:6](=[O:7])[OH:8])[cH:5]1. Reactants: [Cl-].[Al+3].[Cl-].[Cl-] (aluminum chloride), C1=CC=CC=C1 (benzene), C(CCCCC(=O)Cl)(=O)Cl (adipoyl chloride), C1=CC=CC=C1 (benzene). Run in ice water. Run at time 1 day. The product is C1(=CC=CC=C1)C(CCCCC(=O)C1=CC=CC=C1)=O (1,6-diphenylhexane-1,6-dione). RXN SMILES: [Cl-].[Al+3].[Cl-].[Cl-].[C:5](Cl)(=[O:13])[CH2:6][CH2:7][CH2:8][CH2:9][C:10](Cl)=[O:11].[CH:15]1[CH:20]=[CH:19][CH:18]=[CH:17][CH:16]=1>>[C:15]1([C:5](=[O:13])[CH2:6][CH2:7][CH2:8][CH2:9][C:10]([C:15]2[CH:20]=[CH:19][CH:18]=[CH:17][CH:16]=2)=[O:11])[CH:20]=[CH:19][CH:18]=[CH:17][CH:16]=1 |f:0.1.2.3|. Procedure: In a 2-liter three-necked flask equipped with a stirring device, a thermometer and a nitrogen substituting device, 700 milliliters of benzene was introduced and 177.0 g of aluminum chloride was added with ice cooling. Then, a solution of 101.6 g of adipoyl chloride in 300 milliliters of benzene was added dropwise for 35 minutes. After stirring for one day and one night with warming back to the room temperature, the solution was poured in 3 liters of ice water containing dilute hydrochloric acid,... Reactants: CCOc1ccc(OCc2ccccc2)cc1C#N, Cc1ccccc1, C[Al](C)C, CCCCCC, [Cl-], ClCCl, [NH4+]. Product: Cl, CCOc1ccc(OCc2ccccc2)cc1C(=N)N. As a reaction SMILES: [CH2:13]([c:14]1[cH:15][cH:16][cH:17][cH:18][cH:19]1)[O:20][c:21]1[cH:22][cH:23][c:24]([O:29][CH2:30][CH3:31])[c:25]([C:26]#[N:27])[cH:28]1.[CH3:32][c:33]1[cH:34][cH:35][cH:36][cH:37][cH:38]1.[CH3:3][Al:4]([CH3:5])[CH3:6].[CH3:7][CH2:8][CH2:9][CH2:10][CH2:11][CH3:12].[Cl-:1].[Cl:39][CH2:40][Cl:41].[NH4+:2]>>[ClH:1].[NH2:2][C:26]([c:25]1[c:24]([O:29][CH2:30][CH3:31])[cH:23][cH:22][c:21]([O:20][CH2:13][c:14]2[cH:15][cH:16][cH:17][cH:18][cH:19]2)[cH:28]1)=[NH:27].